Task: describe an organic reaction: reactants, conditions, products, and yield. Dataset: the Open Reaction Database (ORD), a public repository of structured organic reaction records The reactants are ClC=1N=C(C2=C(N1)N(C=C2)S(=O)(=O)C2=CC=C(C)C=C2)NC2=CC=C1C=NNC1=C2 (2-chloro-N-(1H-indazol-6-yl)-7-tosyl-7H-pyrrolo[2,3-d]pyrimidin-4-amine), NC1=CC=C(C(=O)N)C=C1 (4-aminobenzamide), C[Si](C)(C)Cl (trimethylsilyl chloride). The solvent is C(CCC)O (butyl alcohol). Run at temperature 116 celsius. Yields the product N1N=CC2=CC=C(C=C12)NC=1C2=C(N=C(N1)NC1=CC=C(C(=O)N)C=C1)N(C=C2)S(=O)(=O)C2=CC=C(C)C=C2 (4-(4-(1H-indazol-6-ylamino)-7-tosyl-7H-pyrrolo[2,3-d]pyrimidin-2-ylamino)benzamide). The yield is 27.3%. As a reaction SMILES: Cl[C:2]1[N:3]=[C:4]([NH:21][C:22]2[CH:30]=[C:29]3[C:25]([CH:26]=[N:27][NH:28]3)=[CH:24][CH:23]=2)[C:5]2[CH:10]=[CH:9][N:8]([S:11]([C:14]3[CH:20]=[CH:19][C:17]([CH3:18])=[CH:16][CH:15]=3)(=[O:13])=[O:12])[C:6]=2[N:7]=1.[NH2:31][C:32]1[CH:40]=[CH:39][C:35]([C:36]([NH2:38])=[O:37])=[CH:34][CH:33]=1.C[Si](Cl)(C)C>C(O)CCC>[NH:28]1[C:29]2[C:25](=[CH:24][CH:23]=[C:22]([NH:21][C:4]3[C:5]4[CH:10]=[CH:9][N:8]([S:11]([C:14]5[CH:20]=[CH:19][C:17]([CH3:18])=[CH:16][CH:15]=5)(=[O:13])=[O:12])[C:6]=4[N:7]=[C:2]([NH:31][C:32]4[CH:40]=[CH:39][C:35]([C:36]([NH2:38])=[O:37])=[CH:34][CH:33]=4)[N:3]=3)[CH:30]=2)[CH:26]=[N:27]1. Reported procedure: A mixture of 2-chloro-N-(1H-indazol-6-yl)-7-tosyl-7H-pyrrolo[2,3-d]pyrimidin-4-amine (150 mg, 0.34 mmol), 4-aminobenzamide (93 mg, 0.68 mmol) and trimethylsilyl chloride (TMSCl) (0.100 mL, 0.79 mmol) inn-butyl alcohol (4 mL) was heated at 116° C. for 96 h. The mixture was then purified by HPLC to give 4-(4-(1H-indazol-6-ylamino)-7-tosyl-7H-pyrrolo[2,3-d]pyrimidin-2-ylamino)benzamide (50 mg). The reactants are C(=O)(OC(C)(C)C)NC1CCN(CC1)CCO (4-(N-Boc amino)-1-piperidineethanol), C(=O)(C(F)(F)F)O (TFA). Run at time 30 minute. Product: NC1CCN(CC1)CCO (4-amino-1-piperidineethanol). Isolated yield 87.3%. Reaction SMILES: C([NH:8][CH:9]1[CH2:14][CH2:13][N:12]([CH2:15][CH2:16][OH:17])[CH2:11][CH2:10]1)(OC(C)(C)C)=O.C(O)(C(F)(F)F)=O>>[NH2:8][CH:9]1[CH2:14][CH2:13][N:12]([CH2:15][CH2:16][OH:17])[CH2:11][CH2:10]1. Procedure details: The 4-(N-Boc amino)-1-piperidineethanol (13 g, 53.2 mmol) was treated with TFA (26 mL) for 90 mL. The TFA was removed (reduced pressure) and the TEA salt was converted to the HCl salt by treatment with 20% HCl/methanol (130 mL) at ambient temperature for 30 min. The HCl/methanol was evaporated (reduced pressure) and the residue dissolved in H2O (10 mL). The solution was cooled in an ice-bath and NaOH (10M, 35 mL) added to pH >10. The solution was warmed to RT and stirred for 15 min prior to evap... Reaction conditions: time 1 hour. Reaction SMILES: [CH3:1][O:2][C:3]1[CH:4]=[C:5]([CH:8]=[CH:9][C:10]=1[N:11]1[CH:15]=[CH:14][CH:13]=[N:12]1)[CH:6]=O.[Br-].[O:17]1CCO[CH:18]1[CH2:22][P+](C1C=CC=CC=1)(C1C=CC=CC=1)C1C=CC=CC=1.COCCOCCN(CCOCCOC)CCOCCOC>ClCCl.C([O-])([O-])=O.[K+].[K+]>[CH3:1][O:2][C:3]1[CH:4]=[C:5]([CH:6]=[CH:22][CH:18]=[O:17])[CH:8]=[CH:9][C:10]=1[N:11]1[CH:15]=[CH:14][CH:13]=[N:12]1 |f:1.2,5.6.7|. The yield is 85.6%. Starting materials: COC=1C=C(C=O)C=CC1N1N=CC=C1 (3-Methoxy-4-(1H-pyrazol-1-yl)benzaldehyde), [Br-].O1C(OCC1)C[P+](C1=CC=CC=C1)(C1=CC=CC=C1)C1=CC=CC=C1 ((1,3-dioxolan-2-ylmethyl)triphenylphosphonium bromide), COCCOCCN(CCOCCOC)CCOCCOC (TDA-1). The product is COC=1C=C(C=CC1N1N=CC=C1)C=CC=O (3-[3-Methoxy-4-(1H-pyrazol-1-yl)phenyl]-2-propenal). Run in ClCCl (dichloromethane), C(=O)([O-])[O-].[K+].[K+] (K2CO3). Procedure details: A mixture of 3-methoxy-4-(1H-pyrazol-1-yl)benzaldehyde (1.52 g, 7.52 mmol, prepared as described in Reference Example 5), (1,3-dioxolan-2-ylmethyl)triphenylphosphonium bromide (4.85 g, 11.30 mmol), and TDA-1 (2.40 mL, 7.50 mmol) in dichloromethane (35 mL) and sat. aq. K2CO3 (35 mL) was heated to reflux for 18 h. The layers were separated and the aqueous layer was extracted with dichloromethane (2×20 mL). The combined organic layers were washed with water (50 mL) and brine (50 mL), dried (MgSO4),... Reactants: C1=CCN(Cc2ccccc2)C1, CC(C)=O, O, O=C(OO)c1cccc(Cl)c1, O=S(=O)(O)O. Yields the product c1ccc(CN2CC3OC3C2)cc1. As a reaction SMILES: [CH2:1]([c:2]1[cH:3][cH:4][cH:5][cH:6][cH:7]1)[N:8]1[CH2:9][CH:10]=[CH:11][CH2:12]1.[CH3:30][C:31](=[O:32])[CH3:33].[OH2:18].[OH:19][O:20][C:21]([c:22]1[cH:23][c:24]([Cl:25])[cH:26][cH:27][cH:28]1)=[O:29].[S:13]([OH:14])(=[O:15])(=[O:16])[OH:17]>>[CH2:1]([c:2]1[cH:3][cH:4][cH:5][cH:6][cH:7]1)[N:8]1[CH2:9][CH:10]2[CH:11]([CH2:12]1)[O:14]2. Reactants: C(C)OC(C=CC1=CC=C(C=C1)C(C)NC(=O)OC(C)(C)C)=O (3-[4-(1-tert-butoxycarbonylamino-ethyl)-phenyl]-acrylic acid ethyl ester). The reagents and catalysts are [OH-].[OH-].[Pd+2] (palladium hydroxide on carbon). The solvent is C(C)O (ethanol). Product: C(C)OC(CCC1=CC=C(C=C1)C(C)NC(=O)OC(C)(C)C)=O (3-[4-(1-tert-Butoxycarbonylamino-ethyl)-phenyl]-propionic acid ethyl ester). RXN SMILES: [CH2:1]([O:3][C:4](=[O:23])[CH:5]=[CH:6][C:7]1[CH:12]=[CH:11][C:10]([CH:13]([NH:15][C:16]([O:18][C:19]([CH3:22])([CH3:21])[CH3:20])=[O:17])[CH3:14])=[CH:9][CH:8]=1)[CH3:2]>C(O)C.[OH-].[OH-].[Pd+2]>[CH2:1]([O:3][C:4](=[O:23])[CH2:5][CH2:6][C:7]1[CH:12]=[CH:11][C:10]([CH:13]([NH:15][C:16]([O:18][C:19]([CH3:20])([CH3:22])[CH3:21])=[O:17])[CH3:14])=[CH:9][CH:8]=1)[CH3:2] |f:2.3.4|. Procedure details: Through a mixture of 3-[4-(1-tert-butoxycarbonylamino-ethyl)-phenyl]-acrylic acid ethyl ester (0.22 g, 0.69 mmol) and palladium hydroxide on carbon (100 mg) in ethanol (10 mL) was bubbled hydrogen through a balloon for 17 h. The mixture was filtered through celite and concentrated to afford an off-white solid. M+1=322. Starting materials: C(C)(C)(C)OC(NC1=NC(=CC=C1)C)=O ((6-methyl-pyridin-2-yl)-carbamic acid tert-butyl ester), CC(=O)C.C(=O)=O (acetone dry ice), [Li]CCCC (n-BuLi). The solvent is C1CCOC1 (THF). Run at time 45 minute. Product: C(C)(C)(C)OC(NC1=NC(=CC=C1)CC1CN(CC1O)CC1=CC=CC=C1)=O ([6-(1-benzyl-4-hydroxy-pyrrolidin-3-ylmethyl)-pyridin-2-yl]-carbamic acid tert-butyl ester). As a reaction SMILES: [C:1]([O:5][C:6](=[O:15])[NH:7][C:8]1[CH:13]=[CH:12][CH:11]=[C:10]([CH3:14])[N:9]=1)([CH3:4])([CH3:3])[CH3:2].[CH3:16][C:17]([CH3:19])=O.[C:20](=[O:22])=O.[Li][CH2:24][CH2:25][CH2:26][CH3:27]>C1COCC1>[C:1]([O:5][C:6](=[O:15])[NH:7][C:8]1[CH:13]=[CH:12][CH:11]=[C:10]([CH2:14][CH:13]2[CH:20]([OH:22])[CH2:6][N:7]([CH2:16][C:17]3[CH:19]=[CH:27][CH:26]=[CH:25][CH:24]=3)[CH2:8]2)[N:9]=1)([CH3:4])([CH3:3])[CH3:2] |f:1.2|. Procedure details: A solution of (6-methyl-pyridin-2-yl)-carbamic acid tert-butyl ester I-1 (0.00625 mol) in 10 mL THF was cooled in a −78° C. bath (acetone/dry ice). n-BuLi (1.6 M in hexanes, 0.0125 mol) was added during 15 min. under N2. The color of solution was changed from colorless to orange. Then the cooling bath was removed. After 45 min stirring at room temperature, the color solution was changed into dark red. The solution was then returned to the −78° C. bath. 3-Benzyl-6-oxa-3-aza-bicyclo[3.1.0]hexane I...